describe an organic reaction: reactants, conditions, products, and yield From a dataset of the Open Reaction Database (ORD), a public repository of structured organic reaction records. Starting materials: O=C([O-])[O-], Cn1c(=O)c2[nH]cnc2n(C)c1=O, O=C(c1ccc(CBr)cc1)c1ccccc1Cl, [K+], [K+], CN(C)C=O, O. The product is Cn1c(=O)c2c(ncn2Cc2ccc(C(=O)c3ccccc3Cl)cc2)n(C)c1=O. Reaction SMILES: [C:14](=[O:15])([O-:16])[O-:17].[CH3:1][n:2]1[c:3]2[n:4][cH:5][nH:6][c:7]2[c:8](=[O:9])[n:10]([CH3:11])[c:12]1=[O:13].[Cl:20][c:21]1[c:22]([C:23](=[O:24])[c:25]2[cH:26][cH:27][c:28]([CH2:29][Br:30])[cH:31][cH:32]2)[cH:33][cH:34][cH:35][cH:36]1.[K+:18].[K+:19].[O:37]=[CH:38][N:39]([CH3:40])[CH3:41].[OH2:42]>>[CH3:1][n:2]1[c:3]2[n:4][cH:5][n:6]([CH2:29][c:28]3[cH:27][cH:26][c:25]([C:23]([c:22]4[c:21]([Cl:20])[cH:36][cH:35][cH:34][cH:33]4)=[O:24])[cH:32][cH:31]3)[c:7]2[c:8](=[O:9])[n:10]([CH3:11])[c:12]1=[O:13]. The yield is 62.0%. Product: NC1=C2C(=NS1)N=C(S2)C2=CC=CC=C2 (3-amino-5-phenyl-thiazolo-(4,5-c)-isothiazole). Run in CO (methanol). Starting materials: OO (hydrogen peroxide), C1(=CC=CC=C1)C=1SC(=C(N1)N)C(N)=S (2-phenyl-4-amino-5-thiocarbamoylthiazole). RXN SMILES: OO.[C:3]1([C:9]2[S:10][C:11]([C:15](=[S:17])[NH2:16])=[C:12]([NH2:14])[N:13]=2)[CH:8]=[CH:7][CH:6]=[CH:5][CH:4]=1>CO>[NH2:16][C:15]1[S:17][N:14]=[C:12]2[N:13]=[C:9]([C:3]3[CH:4]=[CH:5][CH:6]=[CH:7][CH:8]=3)[S:10][C:11]=12. Reported procedure: 7 parts of 30 percent strength by weight hydrogen peroxide are added to 12.8 parts of 2-phenyl-4-amino-5-thiocarbamoylthiazole in 150 parts of methanol. The mixture is stirred for 12 hours at 22° C. and the product is then filtered off. 7.9 parts of 3-amino-5-phenyl-thiazolo-(4,5-c)-isothiazole (62% of theory) of melting point 176°-179° C. are obtained. Run at temperature 22 celsius, time 12 hour. The reactants are O=C([O-])[O-], CN(C)C=O, O=C(c1c[nH]c2cc(Br)ccc12)C(F)(F)F, CC(C)I, [K+], [K+]. The product is CC(C)n1cc(C(=O)C(F)(F)F)c2ccc(Br)cc21. As a reaction SMILES: [C:17](=[O:18])([O-:19])[O-:20].[CH3:27][N:28]([CH3:29])[CH:30]=[O:31].[F:1][C:2]([C:3](=[O:4])[c:5]1[cH:6][nH:7][c:8]2[cH:9][c:10]([Br:14])[cH:11][cH:12][c:13]12)([F:15])[F:16].[I:23][CH:24]([CH3:25])[CH3:26].[K+:21].[K+:22]>>[F:1][C:2]([C:3](=[O:4])[c:5]1[cH:6][n:7]([CH:24]([CH3:25])[CH3:26])[c:8]2[cH:9][c:10]([Br:14])[cH:11][cH:12][c:13]12)([F:15])[F:16]. Starting materials: C(C)(C)(C)OC(=O)NC=1C=C(C(=CC1F)F)N1C=C(C(C2=C(C(=C(C(=C12)C)F)F)C)=O)C(=O)OCC (ethyl 1-(3-tert-butoxycarbonylamino-4,6-difluorophenyl)-6,7-difluoro-5,8-dimethyl-4-oxo-1,4-dihydroquinoline-3-carboxylate). The solvent is Cl (hydrochloric acid). The product is NC=1C=C(C(=CC1F)F)N1C=C(C(C2=C(C(=C(C(=C12)C)F)F)C)=O)C(=O)O (1-(3-amino-4,6-difluorophenyl)-6,7-difluoro-5,8-dimethyl-4-oxo-1,4-dihydroquinoline-3-carboxylic Acid). Yield: 89.1%. As a reaction SMILES: C(OC([NH:8][C:9]1[CH:10]=[C:11]([N:17]2[C:26]3[C:21](=[C:22]([CH3:30])[C:23]([F:29])=[C:24]([F:28])[C:25]=3[CH3:27])[C:20](=[O:31])[C:19]([C:32]([O:34]CC)=[O:33])=[CH:18]2)[C:12]([F:16])=[CH:13][C:14]=1[F:15])=O)(C)(C)C>Cl>[NH2:8][C:9]1[CH:10]=[C:11]([N:17]2[C:26]3[C:21](=[C:22]([CH3:30])[C:23]([F:29])=[C:24]([F:28])[C:25]=3[CH3:27])[C:20](=[O:31])[C:19]([C:32]([OH:34])=[O:33])=[CH:18]2)[C:12]([F:16])=[CH:13][C:14]=1[F:15]. Procedure details: To 1.8 g of the ethyl 1-(3-tert-butoxycarbonylamino-4,6-difluorophenyl)-6,7-difluoro-5,8-dimethyl-4-oxo-1,4-dihydroquinoline-3-carboxylate obtained in the Reference Example 15 was added 10 ml of 12N hydrochloric acid, and the mixture was stirred under heating and reflux condition for 4 hours. After allowing to cool, the solid precipitate was collected by filtration, washed with water and ethanol successively, and dried to obtain 1.2 g of the title compound.